Dataset: the Open Reaction Database (ORD), a public repository of structured organic reaction records. Task: describe an organic reaction: reactants, conditions, products, and yield Starting materials: [Br-], COC(=O)c1ccc(Br)cc1, CCB(CC)c1cccnc1, CCOC(C)=O, CCCC[N+](CCCC)(CCCC)CCCC, [Cl-], [K+], [NH4+], C1CCOC1, [OH-], O, c1ccc(P(c2ccccc2)(c2ccccc2)[Pd](P(c2ccccc2)(c2ccccc2)c2ccccc2)(P(c2ccccc2)(c2ccccc2)c2ccccc2)P(c2ccccc2)(c2ccccc2)c2ccccc2)cc1. Yields the product COC(=O)c1ccc(-c2cccnc2)cc1. As a reaction SMILES: [Br-:32].[Br:1][c:2]1[cH:3][cH:4][c:5]([C:6](=[O:7])[O:8][CH3:9])[cH:10][cH:11]1.[CH2:12]([B:13]([CH2:14][CH3:21])[c:15]1[cH:16][n:17][cH:18][cH:19][cH:20]1)[CH3:22].[CH3:127][CH2:128][O:129][C:130](=[O:131])[CH3:132].[CH3:33][CH2:34][CH2:35][CH2:36][N+:37]([CH2:38][CH2:39][CH2:40][CH3:41])([CH2:42][CH2:43][CH2:44][CH3:45])[CH2:46][CH2:47][CH2:48][CH3:49].[Cl-:25].[K+:24].[NH4+:26].[O:27]1[CH2:28][CH2:29][CH2:30][CH2:31]1.[OH-:23].[OH2:133].[cH:50]1[cH:51][cH:52][c:53]([P:54]([Pd:55]([P:56]([c:57]2[cH:58][cH:59][cH:60][cH:61][cH:62]2)([c:63]2[cH:64][cH:65][cH:66][cH:67][cH:68]2)[c:69]2[cH:70][cH:71][cH:72][cH:73][cH:74]2)([P:75]([c:76]2[cH:77][cH:78][cH:79][cH:80][cH:81]2)([c:82]2[cH:83][cH:84][cH:85][cH:86][cH:87]2)[c:88]2[cH:89][cH:90][cH:91][cH:92][cH:93]2)[P:94]([c:95]2[cH:96][cH:97][cH:98][cH:99][cH:100]2)([c:101]2[cH:102][cH:103][cH:104][cH:105][cH:106]2)[c:107]2[cH:108][cH:109][cH:110][cH:111][cH:112]2)([c:113]2[cH:114][cH:115][cH:116][cH:117][cH:118]2)[c:119]2[cH:120][cH:121][cH:122][cH:123][cH:124]2)[cH:125][cH:126]1>>[c:2]1(-[c:15]2[cH:16][n:17][cH:18][cH:19][cH:20]2)[cH:3][cH:4][c:5]([C:6](=[O:7])[O:8][CH3:9])[cH:10][cH:11]1. Starting materials: O=[N+]([O-])c1cc(Br)ccc1Br, CS(C)=O, CCOC(=O)c1c(N)sc2ccccc12. The product is CCOC(=O)c1c(Nc2ccc(Br)cc2[N+](=O)[O-])sc2ccccc12. Reaction SMILES: [Br:16][c:17]1[c:18]([N+:24](=[O:25])[O-:26])[cH:19][c:20]([Br:23])[cH:21][cH:22]1.[CH3:27][S:28](=[O:29])[CH3:30].[NH2:1][c:2]1[c:3]([C:11](=[O:12])[O:13][CH2:14][CH3:15])[c:4]2[c:5]([s:6]1)[cH:7][cH:8][cH:9][cH:10]2>>[NH:1]([c:2]1[c:3]([C:11](=[O:12])[O:13][CH2:14][CH3:15])[c:4]2[c:5]([s:6]1)[cH:7][cH:8][cH:9][cH:10]2)[c:17]1[c:18]([N+:24](=[O:25])[O-:26])[cH:19][c:20]([Br:23])[cH:21][cH:22]1.